This data is from the Open Reaction Database (ORD), a public repository of structured organic reaction records. The task is: describe an organic reaction: reactants, conditions, products, and yield The yield is 40.5%. Reaction SMILES: Cl.[NH2:2][CH2:3][C:4]1[CH:13]=[CH:12][CH:11]=[C:10]2[C:5]=1[C:6](=[O:23])[N:7]([CH:15]1[CH2:20][CH2:19][C:18](=[O:21])[NH:17][C:16]1=[O:22])[C:8]([CH3:14])=[N:9]2.[C:24]1([CH2:30][C:31](Cl)=[O:32])[CH:29]=[CH:28][CH:27]=[CH:26][CH:25]=1.C(N(CC)C(C)C)(C)C>C(#N)C>[O:22]=[C:16]1[CH:15]([N:7]2[C:6](=[O:23])[C:5]3[C:10](=[CH:11][CH:12]=[CH:13][C:4]=3[CH2:3][NH:2][C:31](=[O:32])[CH2:30][C:24]3[CH:29]=[CH:28][CH:27]=[CH:26][CH:25]=3)[N:9]=[C:8]2[CH3:14])[CH2:20][CH2:19][C:18](=[O:21])[NH:17]1 |f:0.1|. Conditions: time 15 minute. Reported procedure: To a stirred mixture of 3-(5-aminomethyl-2-methyl-4-oxo-4H-quinazolin-3-yl)-piperidine-2,6-dione hydrogen chloride (0.51 g, 1.5 mmol) in acetonitrile (10 mL), was added phenyl acetyl chloride (0.22 mL, 1.7 mmol) and N,N-diisopropyl ethylamine (0.57 mL, 3.5 mmol). The mixture was stirred at room temp for 15 minutes. The solvent was evaporated, and the residue was purified by flash column chromatography (Silica gel, methanol/methylene chloride 4%/96%) to give N-[3-(2,6-dioxo-piperidin-3-yl)-2-meth... The product is O=C1NC(CCC1N1C(=NC2=CC=CC(=C2C1=O)CNC(CC1=CC=CC=C1)=O)C)=O (N-[3-(2,6-dioxo-piperidin-3-yl)-2-methyl-4-oxo-3,4-dihydro-quinazolin-5-ylmethyl]-2-phenyl-acetamide). Starting materials: C1(=CC=CC=C1)CC(=O)Cl (phenyl acetyl chloride), C(C)(C)N(C(C)C)CC (N,N-diisopropyl ethylamine), Cl.NCC1=C2C(N(C(=NC2=CC=C1)C)C1C(NC(CC1)=O)=O)=O (3-(5-aminomethyl-2-methyl-4-oxo-4H-quinazolin-3-yl)-piperidine-2,6-dione hydrogen chloride). Run in C(C)#N (acetonitrile). Reactants: O (water), S(=O)(Cl)Cl (Thionyl chloride), FC(C(C(=O)O)(C)O)(F)F (3,3,3-trifluoro-2-hydroxy-2-methylpropanoic acid), NC=1SC(=CN1)C(=O)C1=CC=CC=C1 (2-amino-5-(phenylcarbonyl)thiazole). Solvent: CN(C(C)=O)C (N,N-dimethylacetamide). Conditions: time 1 hour. The product is C1(=CC=CC=C1)C(=O)C1=CN=C(S1)NC(C(C(F)(F)F)(C)O)=O (N-[5-(phenylcarbonyl)thiazol-2-yl]-3,3,3-trifluoro-2-hydroxy-2-methylpropanamide). The yield is 45.7%. RXN SMILES: S(Cl)(Cl)=O.[F:5][C:6]([F:14])([F:13])[C:7]([OH:12])([CH3:11])[C:8](O)=[O:9].[NH2:15][C:16]1[S:17][C:18]([C:21]([C:23]2[CH:28]=[CH:27][CH:26]=[CH:25][CH:24]=2)=[O:22])=[CH:19][N:20]=1.O>CN(C)C(=O)C>[C:23]1([C:21]([C:18]2[S:17][C:16]([NH:15][C:8](=[O:9])[C:7]([OH:12])([CH3:11])[C:6]([F:14])([F:13])[F:5])=[N:20][CH:19]=2)=[O:22])[CH:24]=[CH:25][CH:26]=[CH:27][CH:28]=1. Reported procedure: Thionyl chloride (80 μl, 1.1 mmol) is added to 3,3,3-trifluoro-2-hydroxy-2-methylpropanoic acid (150 mg, 0.949 mmol) in 5 ml of N,N-dimethylacetamide at -15°/-10° C. and the mixture is stirred at this temperature for one hour. After addition of 2-amino-5-(phenylcarbonyl)thiazole (130 mg, 0.636 mmol) and equilibration to room temperature, the reaction mixture is stirred for 2.5 hours, then poured into 100 ml of water and subjected to extraction with 3×100 ml of ethyl acetate. The combined organic... The reactants are NC1=C(C=CC(=N1)C1=NC=CC=C1C(F)(F)F)C#N (6-amino-3′-trifluoromethyl-[2,2′]bipyridinyl-5-carbonitrile), Cl (HCl), N(=O)[O-].[Na+] (NaNO2). Reagents/catalysts: Cl[Cu] (CuCl). Conditions: temperature 0 celsius, time 1 hour. Product: ClC1=C(C=CC(=N1)C1=NC=CC=C1C(F)(F)F)C#N (6-Chloro-3′-trifluoromethyl-[2,2′]bipyridinyl-5-carbonitrile). Reaction SMILES: N[C:2]1[N:7]=[C:6]([C:8]2[C:13]([C:14]([F:17])([F:16])[F:15])=[CH:12][CH:11]=[CH:10][N:9]=2)[CH:5]=[CH:4][C:3]=1[C:18]#[N:19].N([O-])=O.[Na+].[ClH:24]>Cl[Cu]>[Cl:24][C:2]1[N:7]=[C:6]([C:8]2[C:13]([C:14]([F:17])([F:16])[F:15])=[CH:12][CH:11]=[CH:10][N:9]=2)[CH:5]=[CH:4][C:3]=1[C:18]#[N:19] |f:1.2|. Procedure: Dissolve 6-amino-3′-trifluoromethyl-[2,2′]bipyridinyl-5-carbonitrile (1.0 g, 7.6 mmol) in 12 N HCl (20 mL) and cool to 0° C. Add NaNO2 (731 mg, 10.6 mmol) in portions over the course of 15 minutes. Allow the mixture to stir for 1 hour at 0° C. Add CuCl (2.24 g, 22.7 mmol), allow the mixture to warm to room temperature and stir for 1 hour. Pour the mixture onto ice water (100 mL) and extract with EtOAc (3×100 mL);. Dry the combined organic extracts over Na2SO4 and remove the solvent under reduced... Reactants: ClC(Cl)Cl, O=C(Cl)C1CCCO1, c1c[nH]cn1. The product is O=C(C1CCCO1)n1ccnc1. Reaction SMILES: [CH:14]([Cl:15])([Cl:16])[Cl:17].[O:6]1[CH:7]([C:11](=[O:12])[Cl:13])[CH2:8][CH2:9][CH2:10]1.[nH:1]1[cH:2][n:3][cH:4][cH:5]1>>[n:1]1([C:11]([CH:7]2[O:6][CH2:10][CH2:9][CH2:8]2)=[O:12])[cH:2][n:3][cH:4][cH:5]1. The reactants are [OH-].[K+] (potassium hydroxide), FC(C(=O)NC1CC2=CC(=C(C=C2C1)COC(C)=O)COC(C)=O)(F)F (2-(Trifluoroacetylamino)-5,6-bis(acetoxymethyl)indane). Run in O (water), CO (methanol). Yields the product NC1CC2=CC(=C(C=C2C1)CO)CO (2-amino-5,6-bis(hydroxymethyl)indane). As a reaction SMILES: [OH-].[K+].FC(F)(F)C([NH:7][CH:8]1[CH2:16][C:15]2[C:10](=[CH:11][C:12]([CH2:22][O:23]C(=O)C)=[C:13]([CH2:17][O:18]C(=O)C)[CH:14]=2)[CH2:9]1)=O>O.CO>[NH2:7][CH:8]1[CH2:9][C:10]2[C:15](=[CH:14][C:13]([CH2:17][OH:18])=[C:12]([CH2:22][OH:23])[CH:11]=2)[CH2:16]1 |f:0.1|. Procedure details: A solution of potassium hydroxide (10.10 g, 0.180 mol) in water (35 ml) was added to a solution of 2-(trifluoroacetylamino)-5,6-bis(acetoxymethyl)indane 47 (20.1 g, 53.8 mmol) in methanol (200 ml) at room temperature, and the mixture was heated to reflux for 2.5 hours. The solvent was removed under vacuum to leave 2-amino-5,6-bis(hydroxymethyl)indane (48) as a semisolid. The crude product was mixed with 1-bromopropane (27.1 g, 0.220 mol) and potassium carbonate (22.32 g, 0.162 mol) in acetonitri... Reactants: C(C)OC(C(CC=1C=C2C(=CNC2=CC1)C)OCC)=O (rac-2-ethoxy-3-(3-methyl-1H-indol-5-yl)-propionic acid ethyl ester), ClCC=1N=C(OC1C)C1=CC=C(C=C1)C(C)C (4-chloromethyl-2-(4-isopropyl-phenyl)-5-methyl-oxazole), [H-].[Na+] (sodium hydride). Solvent: O (water), CN(C=O)C (N,N-dimethylformamide). Run at time 48 hour. Product: C(C)OC(C(CC=1C=C2C(=CN(C2=CC1)CC=1N=C(OC1C)C1=CC=C(C=C1)C(C)C)C)OCC)=O (rac-2-ethoxy-3-{1-[2-(4-isopropyl-phenyl)-5-methyl-oxazol-4-ylmethyl]-3-methyl-1H-indol-5-yl}-propionic acid ethyl ester). Isolated yield 65.5%. Reaction SMILES: [CH2:1]([O:3][C:4](=[O:20])[CH:5]([O:17][CH2:18][CH3:19])[CH2:6][C:7]1[CH:8]=[C:9]2[C:13](=[CH:14][CH:15]=1)[NH:12][CH:11]=[C:10]2[CH3:16])[CH3:2].Cl[CH2:22][C:23]1[N:24]=[C:25]([C:29]2[CH:34]=[CH:33][C:32]([CH:35]([CH3:37])[CH3:36])=[CH:31][CH:30]=2)[O:26][C:27]=1[CH3:28].[H-].[Na+]>CN(C)C=O.O>[CH2:1]([O:3][C:4](=[O:20])[CH:5]([O:17][CH2:18][CH3:19])[CH2:6][C:7]1[CH:8]=[C:9]2[C:13](=[CH:14][CH:15]=1)[N:12]([CH2:22][C:23]1[N:24]=[C:25]([C:29]3[CH:30]=[CH:31][C:32]([CH:35]([CH3:37])[CH3:36])=[CH:33][CH:34]=3)[O:26][C:27]=1[CH3:28])[CH:11]=[C:10]2[CH3:16])[CH3:2] |f:2.3|. Procedure details: 0.28 g (1.0 mmol) rac-2-ethoxy-3-(3-methyl-1H-indol-5-yl)-propionic acid ethyl ester (preparation 4) and 0.30 g (1.2 mmol) 4-chloromethyl-2-(4-isopropyl-phenyl)-5-methyl-oxazole were dissolved under argon in 5.0 ml N,N-dimethylformamide; 0.048 g (1.1 mmol) sodium hydride (55% in mineral oil) were added and the reaction mixture then stirred for 48 hours at ambient temperature. It was then diluted with water and extracted with ether. The combined organic phases were dried over MgSO4 and evaporated... The reactants are ClC1=C(C(=O)O)C=CC=C1Cl (2,3-dichlorobenzoic acid), COC1CCN(CC1)C(CN)C=1C=NC(=NC1)C (2-(4-methoxypiperidin-1-yl)-2-(2-methylpyrimidin-5-yl)ethanamine). Yields the product ClC1=C(C(=O)NCC(C=2C=NC(=NC2)C)N2CCC(CC2)OC)C=CC=C1Cl (2,3-dichloro-N-(2-(4-methoxypiperidin-1-yl)-2-(2-methylpyrimidin-5-yl)ethyl)benzamide). RXN SMILES: [Cl:1][C:2]1[C:10]([Cl:11])=[CH:9][CH:8]=[CH:7][C:3]=1[C:4]([OH:6])=O.[CH3:12][O:13][CH:14]1[CH2:19][CH2:18][N:17]([CH:20]([C:23]2[CH:24]=[N:25][C:26]([CH3:29])=[N:27][CH:28]=2)[CH2:21][NH2:22])[CH2:16][CH2:15]1>>[Cl:1][C:2]1[C:10]([Cl:11])=[CH:9][CH:8]=[CH:7][C:3]=1[C:4]([NH:22][CH2:21][CH:20]([N:17]1[CH2:16][CH2:15][CH:14]([O:13][CH3:12])[CH2:19][CH2:18]1)[C:23]1[CH:24]=[N:25][C:26]([CH3:29])=[N:27][CH:28]=1)=[O:6]. Reported procedure: From 2,3-dichlorobenzoic acid and 2-(4-methoxypiperidin-1-yl)-2-(2-methylpyrimidin-5-yl)ethanamine. Reactants: BrC1=C(C=CC(=C1)F)OC (2-Bromo-4-fluoroanisole), C1=CC=CC=2C3=CC=CC=C3NC12 (carbazole), Potassium phosphate tribasic hydrate. The reagents and catalysts are [Cu]I (copper(I) iodide), NCC(C)N (1,2-diaminopropane). Run in O1CCOCC1 (1,4-dioxane). Product: FC=1C=CC(=C(C1)N1C2=CC=CC=C2C=2C=CC=CC12)OC (9-(5-Fluoro-2-methoxyphenyl)-9H-carbazole). The yield is 260.9%. As a reaction SMILES: Br[C:2]1[CH:7]=[C:6]([F:8])[CH:5]=[CH:4][C:3]=1[O:9][CH3:10].[CH:11]1[C:23]2[NH:22][C:21]3[C:16](=[CH:17][CH:18]=[CH:19][CH:20]=3)[C:15]=2[CH:14]=[CH:13][CH:12]=1>O1CCOCC1.[Cu]I.NCC(N)C>[F:8][C:6]1[CH:5]=[CH:4][C:3]([O:9][CH3:10])=[C:2]([N:22]2[C:23]3[CH:11]=[CH:12][CH:13]=[CH:14][C:15]=3[C:16]3[C:21]2=[CH:20][CH:19]=[CH:18][CH:17]=3)[CH:7]=1. Procedure: 2-Bromo-4-fluoroanisole (20 g, 10 mmol, 1 equiv) and carbazole (18.4 g, 11 mmol, 1.1 equiv) were dissolved in 1,4-dioxane (200 mL). Potassium phosphate tribasic hydrate (46 g, 20 mmol, 2 equiv), copper(I) iodide (1 g, 0.5 mmol, 0.05 equiv) and 1,2-diaminopropane (1 mL, 1.3 mmol, 0.13 equiv) were added and the reaction was refluxed for 18 hours. The reaction was cooled to room temperature and filtered through celite. The filtrate was concentrated under reduced pressure and the residue was purifie...